This data is from the Open Reaction Database (ORD), a public repository of structured organic reaction records. The task is: describe an organic reaction: reactants, conditions, products, and yield Reactants: CC1=NC2=C(C=C(C=C2)Br)C2(CCCCC2)O1 (2-methyl-6-bromospiro[4H-3,1-benzoxazine-4,1′-cyclohexane]), BrC1=C(C=C(S1)C#N)CC (5-bromo-4-ethyl-2-thiophenecarbonitrile). Product: CC1NC2=C(C=C(C=C2)C2=C(C=C(S2)C#N)C)C2(CCCCC2)O1 (5-(2-methylspiro[2H-3,1-benzoxazine-4,1′-cyclohexane]-6yl)-4-methyl-2-thiophenecarbonitrile). RXN SMILES: [CH3:1][C:2]1[O:17][C:11]2([CH2:16][CH2:15][CH2:14][CH2:13][CH2:12]2)[C:5]2[CH:6]=[C:7](Br)[CH:8]=[CH:9][C:4]=2[N:3]=1.Br[C:19]1[S:23][C:22]([C:24]#[N:25])=[CH:21][C:20]=1[CH2:26]C>>[CH3:1][CH:2]1[O:17][C:11]2([CH2:16][CH2:15][CH2:14][CH2:13][CH2:12]2)[C:5]2[CH:6]=[C:7]([C:19]3[S:23][C:22]([C:24]#[N:25])=[CH:21][C:20]=3[CH3:26])[CH:8]=[CH:9][C:4]=2[NH:3]1. Procedure: The title compound was prepared according to the procedure for Example 13 from 2-methyl-6-bromospiro[4H-3,1-benzoxazine-4,1′-cyclohexane] and 5-bromo-4-ethyl-2-thiophenecarbonitrile. A brown solid: 1H-NMR (DMSO-d6) δ 7.78 (s, 1H), 7.17 (d, 1H, J=1.8 Hz), 7.14 (dd, 1H, J=8.4, 2.2 Hz), 6.64 (s, 1H), 6.63 (d, 1H, J=82 Hz), 4.74 (m, 1H), 2.26 (s, 3H), 2.14 (m, 1H), 1.87 (m, 1H), 1.4-1.7 (m, 8H), 1.31 d, 3H, J=5.3 Hz); MS (ESI) m/z 337 [M−-H]−.